From a dataset of the Open Reaction Database (ORD), a public repository of structured organic reaction records. describe an organic reaction: reactants, conditions, products, and yield The reactants are FC(C1=NC2=C(N1C1=NC(=NC(=N1)N1CC3CCC(C1)O3)N3CCN(CC3)C(=O)OC(C)(C)C)C=CC=C2OC)F (tert-butyl 4-[4-[2-(difluoromethyl)-4-methoxy-1H-benzimidazol-1-yl]-6-(8-oxa-3-azabicyclo[3.2.1]oct-3-yl)-1,3,5-triazin-2-yl]-1-piperazinecarboxylate), C(=O)(C(F)(F)F)O (TFA), N (NH3). Run in C(Cl)Cl (CH2Cl2). Product: FC(C1=NC2=C(N1C1=NC(=NC(=N1)N1CCNCC1)N1CC3CCC(C1)O3)C=CC=C2OC)F (3-[4-[2-(difluoromethyl)-4-methoxy-1H-benzimidazol-1-yl]-6-(1-piperazinyl)-1,3,5-triazin-2-yl]-8-oxa-3-azabicyclo[3.2.1]octane). The yield is 90.9%. Reaction SMILES: [F:1][CH:2]([F:41])[C:3]1[N:7]([C:8]2[N:13]=[C:12]([N:14]3[CH2:20][CH:19]4[O:21][CH:16]([CH2:17][CH2:18]4)[CH2:15]3)[N:11]=[C:10]([N:22]3[CH2:27][CH2:26][N:25](C(OC(C)(C)C)=O)[CH2:24][CH2:23]3)[N:9]=2)[C:6]2[CH:35]=[CH:36][CH:37]=[C:38]([O:39][CH3:40])[C:5]=2[N:4]=1.C(O)(C(F)(F)F)=O.N>C(Cl)Cl>[F:41][CH:2]([F:1])[C:3]1[N:7]([C:8]2[N:9]=[C:10]([N:22]3[CH2:27][CH2:26][NH:25][CH2:24][CH2:23]3)[N:11]=[C:12]([N:14]3[CH2:20][CH:19]4[O:21][CH:16]([CH2:17][CH2:18]4)[CH2:15]3)[N:13]=2)[C:6]2[CH:35]=[CH:36][CH:37]=[C:38]([O:39][CH3:40])[C:5]=2[N:4]=1. Procedure details: Reaction of tert-butyl 4-[4-[2-(difluoromethyl)-4-methoxy-1H-benzimidazol-1-yl]-6-(8-oxa-3-azabicyclo[3.2.1]oct-3-yl)-1,3,5-triazin-2-yl]-1-piperazinecarboxylate (513 mg, 0.896 mmol) with an excess of TFA (2 mL) in CH2Cl2 (10 mL) at room temperature for 3 hrs, followed by treatment with aq. NH3 gave 385 mg (91% yield) of 3-[4-[2-(difluoromethyl)-4-methoxy-1H-benzimidazol-1-yl]-6-(1-piperazinyl)-1,3,5-triazin-2-yl]-8-oxa-3-azabicyclo[3.2.1]octane: mp 221-223° C.; 1H NMR (CDCl3) δ7.90 (dd, J=8.4, ... Reaction SMILES: [Br:18][CH2:19][CH2:20][C:21](=[O:22])[O:23][CH2:24][CH3:25].[C:12](=[O:13])([O-:14])[O-:15].[CH3:26][N:27]([CH3:28])[CH:29]=[O:30].[CH3:31][CH2:32][O:33][C:34]([CH3:35])=[O:36].[Cs+:16].[Cs+:17].[nH:1]1[n:2][cH:3][c:4]2[cH:5][c:6]([C:10]#[N:11])[cH:7][cH:8][c:9]12>>[n:1]1([CH2:19][CH2:20][C:21](=[O:22])[O:23][CH2:24][CH3:25])[n:2][cH:3][c:4]2[cH:5][c:6]([C:10]#[N:11])[cH:7][cH:8][c:9]12. The product is CCOC(=O)CCn1ncc2cc(C#N)ccc21. Starting materials: CCOC(=O)CCBr, O=C([O-])[O-], CN(C)C=O, CCOC(C)=O, [Cs+], [Cs+], N#Cc1ccc2[nH]ncc2c1. Reactants: ClC1=C(C=C2C(=CNC2=C1)C=O)C1=CC2=C(O[C@@H](CO2)CO)C=C1 (6-chloro-5-[(2R)-2-(hydroxymethyl)-2,3-dihydro-1,4-benzodioxin-6-yl]-1H-indole-3-carbaldehyde), Cl(=O)[O-].[Na+] (sodium chlorite), P(=O)(O)(O)[O-].[Na+] (sodium dihydrogen phosphate). Run in CC(C)=CC (2-methyl-2-butene), O (water), C(C)(C)(C)O (t-butanol), C(C)#N (acetonitrile). Reaction conditions: time 8 hour. The product is ClC1=C(C=C2C(=CNC2=C1)C(=O)O)C1=CC2=C(O[C@@H](CO2)CO)C=C1 (6-chloro-5-[(2R)-2-(hydroxymethyl)-2,3-dihydro-1,4-benzodioxin-6-yl]-1H-indole-3-carboxylic acid). Isolated yield 10.1%. RXN SMILES: [Cl:1][C:2]1[CH:10]=[C:9]2[C:5]([C:6]([CH:11]=[O:12])=[CH:7][NH:8]2)=[CH:4][C:3]=1[C:13]1[CH:24]=[CH:23][C:16]2[O:17][C@H:18]([CH2:21][OH:22])[CH2:19][O:20][C:15]=2[CH:14]=1.Cl([O-])=[O:26].[Na+].P([O-])(O)(O)=O.[Na+]>CC(=CC)C.O.C(O)(C)(C)C.C(#N)C>[Cl:1][C:2]1[CH:10]=[C:9]2[C:5]([C:6]([C:11]([OH:26])=[O:12])=[CH:7][NH:8]2)=[CH:4][C:3]=1[C:13]1[CH:24]=[CH:23][C:16]2[O:17][C@H:18]([CH2:21][OH:22])[CH2:19][O:20][C:15]=2[CH:14]=1 |f:1.2,3.4|. Procedure: A mixture of 6-chloro-5-[(2R)-2-(hydroxymethyl)-2,3-dihydro-1,4-benzodioxin-6-yl]-1H-indole-3-carbaldehyde (1.0 g, 2.9 mmol), sodium chlorite (5.28 g, 58.3 mmol), sodium dihydrogen phosphate (9.06 g, 58.1 mmol) in 2-methyl-2-butene (10 mL), water (10 mL), t-butanol (10 mL) and acetonitrile (10 mL) was stirred overnight at room temperature. The mixture was quenched with saturated aqueous sodium bisulfite. Water (50 mL) and methylene chloride (50 mL) was added. The aqueous layer was extracted with...